Dataset: the Open Reaction Database (ORD), a public repository of structured organic reaction records. Task: describe an organic reaction: reactants, conditions, products, and yield Starting materials: [BH4-], CC(C)=O, COC(=O)c1c(Cl)ccc2nnsc12, Cl, [Na+], C1CCOC1, O. The product is OCc1c(Cl)ccc2nnsc12. As a reaction SMILES: [BH4-:1].[CH3:17][C:18](=[O:19])[CH3:20].[Cl:3][c:4]1[c:5]([C:13](=[O:14])[O:15][CH3:16])[c:6]2[c:7]([n:8][n:9][s:10]2)[cH:11][cH:12]1.[ClH:21].[Na+:2].[O:23]1[CH2:24][CH2:25][CH2:26][CH2:27]1.[OH2:22]>>[Cl:3][c:4]1[c:5]([CH2:13][OH:14])[c:6]2[c:7]([n:8][n:9][s:10]2)[cH:11][cH:12]1. The reactants are CCN, CCO, CSc1nc2ccccc2c2nc(-c3ccco3)nn12. The product is CCN=c1[nH]c2ccccc2c2nc(-c3ccco3)nn12. Reaction SMILES: [CH3:21][CH2:22][NH2:23].[CH3:24][CH2:25][OH:26].[o:1]1[c:2](-[c:6]2[n:7][n:8]3[c:9]([S:19][CH3:20])[n:10][c:11]4[cH:12][cH:13][cH:14][cH:15][c:16]4[c:17]3[n:18]2)[cH:3][cH:4][cH:5]1>>[o:1]1[c:2](-[c:6]2[n:7][n:8]3[c:9](=[N:23][CH2:22][CH3:21])[nH:10][c:11]4[cH:12][cH:13][cH:14][cH:15][c:16]4[c:17]3[n:18]2)[cH:3][cH:4][cH:5]1. Reactants: O(C1=CC=CC=C1)C=1C=C(C(=O)N)C=CC1 (3-phenoxybenzamide), P(Cl)(Cl)(Cl)(Cl)Cl (phosphorus pentachloride), C(=O)O (formic acid). Run in C(Cl)(Cl)(Cl)Cl (carbon tetrachloride). Reaction conditions: time 20 minute. Yields the product ClP(=O)(NC(C1=CC(=CC=C1)OC1=CC=CC=C1)=O)Cl (N-[Dichlorophosphinyl]-3-phenoxybenzamide). RXN SMILES: [O:1]([C:8]1[CH:9]=[C:10]([CH:14]=[CH:15][CH:16]=1)[C:11]([NH2:13])=[O:12])[C:2]1[CH:7]=[CH:6][CH:5]=[CH:4][CH:3]=1.[P:17]([Cl:22])(Cl)(Cl)(Cl)[Cl:18].C(O)=[O:24]>C(Cl)(Cl)(Cl)Cl>[Cl:18][P:17]([Cl:22])([NH:13][C:11](=[O:12])[C:10]1[CH:14]=[CH:15][CH:16]=[C:8]([O:1][C:2]2[CH:3]=[CH:4][CH:5]=[CH:6][CH:7]=2)[CH:9]=1)=[O:24]. Procedure details: A mixture containing 21.3 g (0.1 mole) of 3-phenoxybenzamide, 20.8 g (0.1 mole) of phosphorus pentachloride and 250 ml of Ar carbon tetrachloride was heated at 70° for 30 min. The resulting solution was cooled to 30° and 4.7 g (0.1 mole) of 97% formic acid added dropwise. Stirring was continued for 20 min., the reaction was filtered, washed with AR carbon tetrachloride and air-dried to give 31 g, m.p. 122°-125°. The reactants are [BH4-], CC(C)(C)c1ccc(C=O)cc1, CO, NCCc1cccc(Cl)c1, Cl, [Na+]. The product is CC(C)(C)c1ccc(CNCCc2cccc(Cl)c2)cc1. As a reaction SMILES: [BH4-:23].[C:1]([CH3:2])([CH3:3])([CH3:4])[c:5]1[cH:6][cH:7][c:8]([CH:9]=[O:10])[cH:11][cH:12]1.[CH3:26][OH:27].[Cl:13][c:14]1[cH:15][c:16]([CH2:20][CH2:21][NH2:22])[cH:17][cH:18][cH:19]1.[ClH:25].[Na+:24]>>[C:1]([CH3:2])([CH3:3])([CH3:4])[c:5]1[cH:6][cH:7][c:8]([CH2:9][NH:22][CH2:21][CH2:20][c:16]2[cH:15][c:14]([Cl:13])[cH:19][cH:18][cH:17]2)[cH:11][cH:12]1. The product is N[C@@H](CC(N)=O)C(=O)NCC(=O)N[C@@H](C)C(=O)N[C@@H](CCC(OC(C)(C)C)=O)C(=O)N[C@@H](CC(OC(C)(C)C)=O)C(=O)N[C@@H](CCC(OC(C)(C)C)=O)C(=O)N[C@@H](CO)C(=O)N[C@@H](C)C(=O)OC(C)(C)C (H-Asn-Gly-Ala-Glu(OtBu)-Asp(OtBu)-Glu(OtBu)-Ser-Ala-OtBu). Isolated yield 96.0%. Solvent: CO (methanol). The reactants are N([C@@H](CC(N)=O)C(=O)NCC(=O)N[C@@H](C)C(=O)N[C@@H](CCC(OC(C)(C)C)=O)C(=O)N[C@@H](CC(OC(C)(C)C)=O)C(=O)N[C@@H](CCC(OC(C)(C)C)=O)C(=O)N[C@@H](CO)C(=O)N[C@@H](C)C(=O)OC(C)(C)C)C(=O)OCC1=CC=CC=C1 (Z-Asn-Gly-Ala-Glu(OtBu)-Asp(OtBu)-Glu(OtBu)-Ser-Ala-OtBu). The reagents and catalysts are [Pd] (palladium-on-carbon). Reported procedure: A solution of 4.0 g. (3.48 mmoles) of Z-25-32-OtBu in 140 ml. of methanol is hydrogenated in the presence of 0.5 g. of palladium-on-carbon. When the reaction terminates, the catalyst is filtered off; the filtrate is evaporated to dryness; the residue is triturated with ether and filtered off. 3.4 g. (96 %) of H-25-32-OtBu are obtained. M.p.: 188°-190°C; Rf4 = 0.5; [α]D = -6.6° (c = 0.89, in DMF). As a reaction SMILES: [NH:1](C(OCC1C=CC=CC=1)=O)[C@H:2]([C:7]([NH:9][CH2:10][C:11]([NH:13][C@H:14]([C:16]([NH:18][C@H:19]([C:29]([NH:31][C@H:32]([C:41]([NH:43][C@H:44]([C:54]([NH:56][C@H:57]([C:60]([NH:62][C@H:63]([C:65]([O:67][C:68]([CH3:71])([CH3:70])[CH3:69])=[O:66])[CH3:64])=[O:61])[CH2:58][OH:59])=[O:55])[CH2:45][CH2:46][C:47](=[O:53])[O:48][C:49]([CH3:52])([CH3:51])[CH3:50])=[O:42])[CH2:33][C:34](=[O:40])[O:35][C:36]([CH3:39])([CH3:38])[CH3:37])=[O:30])[CH2:20][CH2:21][C:22](=[O:28])[O:23][C:24]([CH3:27])([CH3:26])[CH3:25])=[O:17])[CH3:15])=[O:12])=[O:8])[CH2:3][C:4](=[O:6])[NH2:5]>[Pd].CO>[NH2:1][C@H:2]([C:7]([NH:9][CH2:10][C:11]([NH:13][C@H:14]([C:16]([NH:18][C@H:19]([C:29]([NH:31][C@H:32]([C:41]([NH:43][C@H:44]([C:54]([NH:56][C@H:57]([C:60]([NH:62][C@H:63]([C:65]([O:67][C:68]([CH3:69])([CH3:70])[CH3:71])=[O:66])[CH3:64])=[O:61])[CH2:58][OH:59])=[O:55])[CH2:45][CH2:46][C:47](=[O:53])[O:48][C:49]([CH3:50])([CH3:51])[CH3:52])=[O:42])[CH2:33][C:34](=[O:40])[O:35][C:36]([CH3:37])([CH3:38])[CH3:39])=[O:30])[CH2:20][CH2:21][C:22](=[O:28])[O:23][C:24]([CH3:25])([CH3:26])[CH3:27])=[O:17])[CH3:15])=[O:12])=[O:8])[CH2:3][C:4](=[O:6])[NH2:5]. Reactants: CCCCBr, CN(C)C=O, O=c1[nH]cc(F)c(=S)[nH]1, [K]. Yields the product CCCCSc1nc(=O)[nH]cc1F. RXN SMILES: [CH2:1]([CH2:2][CH2:3][CH3:4])[Br:5].[CH3:16][N:17]([CH3:18])[CH:19]=[O:20].[F:7][c:8]1[c:9](=[S:15])[nH:10][c:11](=[O:14])[nH:12][cH:13]1.[K:6]>>[CH2:1]([CH2:2][CH2:3][CH3:4])[S:15][c:9]1[c:8]([F:7])[cH:13][nH:12][c:11](=[O:14])[n:10]1. RXN SMILES: [Br:17][c:18]1[cH:19][cH:20][c:21]([C:24]([C:25]([F:26])([F:27])[F:28])([CH3:29])[OH:30])[cH:22][cH:23]1.[CH3:127][c:128]1[cH:129][cH:130][cH:131][cH:132][cH:133]1.[CH3:2][CH:3]1[NH:4][CH2:5][CH2:6][N:7]([S:9](=[O:10])(=[O:11])[c:12]2[s:13][cH:14][cH:15][cH:16]2)[CH2:8]1.[CH3:31][C:32]([CH3:33])([O-:34])[CH3:35].[CH:37]1([P:38]([CH:39]2[CH2:40][CH2:41][CH2:42][CH2:43][CH2:44]2)[c:45]2[cH:46][cH:47][cH:48][cH:49][c:50]2-[c:51]2[c:52]([O:53][CH:54]([CH3:55])[CH3:56])[cH:57][cH:58][cH:59][c:60]2[O:61][CH:62]([CH3:63])[CH3:64])[CH2:65][CH2:66][CH2:67][CH2:68][CH2:69]1.[ClH:1].[Na+:36].[O:109]=[C:110]([CH:111]=[CH:112][c:113]1[cH:114][cH:115][cH:116][cH:117][cH:118]1)[CH:119]=[CH:120][c:121]1[cH:122][cH:123][cH:124][cH:125][cH:126]1.[O:73]=[C:74]([CH:75]=[CH:76][c:77]1[cH:78][cH:79][cH:80][cH:81][cH:82]1)[CH:83]=[CH:84][c:85]1[cH:86][cH:87][cH:88][cH:89][cH:90]1.[O:91]=[C:92]([CH:93]=[CH:94][c:95]1[cH:96][cH:97][cH:98][cH:99][cH:100]1)[CH:101]=[CH:102][c:103]1[cH:104][cH:105][cH:106][cH:107][cH:108]1.[OH2:70].[Pd:71].[Pd:72]>>[CH3:2][CH:3]1[N:4]([c:18]2[cH:19][cH:20][c:21]([C:24]([C:25]([F:26])([F:27])[F:28])([CH3:29])[OH:30])[cH:22][cH:23]2)[CH2:5][CH2:6][N:7]([S:9](=[O:10])(=[O:11])[c:12]2[s:13][cH:14][cH:15][cH:16]2)[CH2:8]1. Reactants: CC(O)(c1ccc(Br)cc1)C(F)(F)F, Cc1ccccc1, CC1CN(S(=O)(=O)c2cccs2)CCN1, CC(C)(C)[O-], CC(C)Oc1cccc(OC(C)C)c1-c1ccccc1P(C1CCCCC1)C1CCCCC1, Cl, [Na+], O=C(C=Cc1ccccc1)C=Cc1ccccc1, O=C(C=Cc1ccccc1)C=Cc1ccccc1, O=C(C=Cc1ccccc1)C=Cc1ccccc1, O, [Pd], [Pd]. Product: CC1CN(S(=O)(=O)c2cccs2)CCN1c1ccc(C(C)(O)C(F)(F)F)cc1.